This data is from the Open Reaction Database (ORD), a public repository of structured organic reaction records. The task is: describe an organic reaction: reactants, conditions, products, and yield Reactants: [N+](=O)([O-])C1=C(C=O)C=CC=C1 (o-Nitrobenzaldehyde), C(=O)O (formic acid), C(CC(=O)O)(=O)O (malonic acid), C(=O)[O-].[NH4+] (ammonium formate), Cl (hydrochloric acid). The solvent is O (water). Run at temperature 70 celsius, time 1 hour. The product is NC(CC(=O)O)C1=C(C=CC=C1)[N+](=O)[O-] (3-amino-3-(2-nitrophenyl)propionic acid). The yield is 64.6%. As a reaction SMILES: [N+:1]([C:4]1[CH:11]=[CH:10][CH:9]=[CH:8][C:5]=1[CH:6]=O)([O-:3])=[O:2].C(O)=O.[C:15]([OH:21])(=[O:20])[CH2:16]C(O)=O.C([O-])=O.[NH4+:25].Cl>O>[NH2:25][CH:6]([C:5]1[CH:8]=[CH:9][CH:10]=[CH:11][C:4]=1[N+:1]([O-:3])=[O:2])[CH2:16][C:15]([OH:21])=[O:20] |f:3.4|. Procedure: o-Nitrobenzaldehyde (20.4 g, 0.135 mol), formic acid (20.3 mL, 0.539 mol) and malonic acid (18.3 g, 0.176 mol) were stirred at 45° C. for half an hour. Then ammonium formate (21.3 g, 0.338 mol) was added thereto, the reaction temperature was raised to 70° C. and stirred for 1 hour, and then stirred at 95° C. for another 4 hours. Then concentrated hydrochloric acid (50 mL) was added and further stirred maintaining this temperature for another 1 hour. It was cooled. 25 mL water was added, and wash... Starting materials: C(#CCCCCCC)C1=CC=C(O1)C=C(C(=O)OCC)C(=O)OCC (Diethyl 2-[5-(1-octynyl)-2-furanylmethylene]propan-1,3-dioate), O.[OH-].[Li+] (lithium hydroxide monohydrate). Run in C1CCOC1.O (THF water). Conditions: temperature 70 celsius. The product is C(C)OC(\C(\C(=O)O)=C/C=1OC(=CC1)C#CCCCCCC)=O ((Z)-2-[5-(1-octynyl)-2-furanylmethylene]propan-1,3-dioic acid monoethyl ester). Reaction SMILES: [C:1]([C:9]1[O:13][C:12]([CH:14]=[C:15]([C:21]([O:23]CC)=[O:22])[C:16]([O:18][CH2:19][CH3:20])=[O:17])=[CH:11][CH:10]=1)#[C:2][CH2:3][CH2:4][CH2:5][CH2:6][CH2:7][CH3:8].O.[OH-].[Li+]>C1COCC1.O>[CH2:19]([O:18][C:16](=[O:17])/[C:15](=[CH:14]\[C:12]1[O:13][C:9]([C:1]#[C:2][CH2:3][CH2:4][CH2:5][CH2:6][CH2:7][CH3:8])=[CH:10][CH:11]=1)/[C:21]([OH:23])=[O:22])[CH3:20] |f:1.2.3,4.5|. Procedure details: Diethyl 2-[5-(1-octynyl)-2-furanylmethylene]propan-1,3-dioate (1.04 g, 3 mmole from Example 10) was added to a solution of lithium hydroxide monohydrate (0.13 g, 1 eq) in THF/water (1:1, 15 ml) and the mixture was heated to 70° C. for 3 hr. The resulting clear solution was acidified and then extracted into diethyl ether (2×50 ml). The etheral solution was dried (MgSO4) and the solvent removed under reduced pressure to give the title compound as a yellow solid which was recrystallised from hexane... Starting materials: [Br-].C(C=C)[P+](C1=CC=CC=C1)(C1=CC=CC=C1)C1=CC=CC=C1 (allyltriphenylphosphonium bromide), C(CCC)[Li] (butyllithium), C(C1=CC=CC=C1)N1CCC(CC1)=O (1-benzyl-4-piperidone). The solvent is O1CCCC1 (tetrahydrofurane), O1CCCC1 (tetrahydrofurane). Run at time 30 minute. The product is C(C1=CC=CC=C1)N1CCC(CC1)=CCC (1-benzyl-4-propylidenepiperidine). The yield is 17.5%. As a reaction SMILES: [Br-].[CH2:2]([P+](C1C=CC=CC=1)(C1C=CC=CC=1)C1C=CC=CC=1)[CH:3]=[CH2:4].C([Li])CCC.[CH2:29]([N:36]1[CH2:41][CH2:40][C:39](=O)[CH2:38][CH2:37]1)[C:30]1[CH:35]=[CH:34][CH:33]=[CH:32][CH:31]=1>O1CCCC1>[CH2:29]([N:36]1[CH2:41][CH2:40][C:39](=[CH:2][CH2:3][CH3:4])[CH2:38][CH2:37]1)[C:30]1[CH:35]=[CH:34][CH:33]=[CH:32][CH:31]=1 |f:0.1|. Procedure: In a stream of argon, 2.9 g (7.5 mmol) of allyltriphenylphosphonium bromide was suspended in 10 ml of anhydrous tetrahydrofurane, and thereto 4.3 ml of butyllithium was added dropwise under cooling with ice. After stirring the mixture at room temperature for 30 minutes, thereto was added dropwise a solution of 1 g (5.3 mmol) of 1-benzyl-4-piperidone in anhydrous tetrahydrofurane under cooling with ice and the obtained mixture was stirred at room temperature for 15 hours. The reaction solution wa... The reactants are CS(=O)(=O)N (methanesulfonamide), [H-].[Na+] (sodium hydride), C(C1=CC=CC=C1)[C@H]1N(C(OC1)=O)C=1C=C(C=CC1)C1NC2=CC=C(C=C2CC1(C)C)C(=O)O (2-[3-((R)-4-benzyl-2-oxo-oxazolidin-3-yl)-phenyl]-3,3-dimethyl-1,2,3,4-tetrahydro-quinoline-6-carboxylic acid), C(=O)(N1C=NC=C1)N1C=NC=C1 (1,1′-carbonyldiimidazole), [H-].[Na+] (sodium hydride), CS(=O)(=O)N (methanesulfonamide). Run in CN(C=O)C (N,N-dimethylformamide), CN(C=O)C (N,N-dimethylformamide), CN(C=O)C (N,N-dimethylformamide). Run at temperature 25 celsius, time 1 hour. Yields the product C(C1=CC=CC=C1)[C@H]1N(C(OC1)=O)C=1C=C(C=CC1)C1NC2=CC=C(C=C2CC1(C)C)C(=O)NS(=O)(=O)C (N-{2-[3-((R)4-Benzyl-2-oxo-oxazolidin-3-yl)-phenyl]-3,3-dimethyl-1,2,3,4-tetrahydro-quinoline-6-carbonyl}-methanesulfonamide). Yield: 20.0%. As a reaction SMILES: [H-].[Na+].[CH3:3][S:4]([NH2:7])(=[O:6])=[O:5].[CH2:8]([C@@H:15]1[CH2:19][O:18][C:17](=[O:20])[N:16]1[C:21]1[CH:22]=[C:23]([CH:27]2[C:36]([CH3:38])([CH3:37])[CH2:35][C:34]3[C:29](=[CH:30][CH:31]=[C:32]([C:39](O)=[O:40])[CH:33]=3)[NH:28]2)[CH:24]=[CH:25][CH:26]=1)[C:9]1[CH:14]=[CH:13][CH:12]=[CH:11][CH:10]=1.C(N1C=CN=C1)(N1C=CN=C1)=O>CN(C)C=O>[CH2:8]([C@@H:15]1[CH2:19][O:18][C:17](=[O:20])[N:16]1[C:21]1[CH:22]=[C:23]([CH:27]2[C:36]([CH3:38])([CH3:37])[CH2:35][C:34]3[C:29](=[CH:30][CH:31]=[C:32]([C:39]([NH:7][S:4]([CH3:3])(=[O:6])=[O:5])=[O:40])[CH:33]=3)[NH:28]2)[CH:24]=[CH:25][CH:26]=1)[C:9]1[CH:14]=[CH:13][CH:12]=[CH:11][CH:10]=1 |f:0.1|. Reported procedure: To a suspension of 60% sodium hydride (301 mg, 7.5 mmol) in N,N-dimethylformamide (2.5 mL) was added methanesulfonamide (730 mg, 7.7 mmol) at room temperature. The resulting mixture was stirred at 25° C. for 1 h. A solution of 2-[3-((R)-4-benzyl-2-oxo-oxazolidin-3-yl)-phenyl]-3,3-dimethyl-1,2,3,4-tetrahydro-quinoline-6-carboxylic acid (350 mg, 0.77 mmol) and 1,1′-carbonyldiimidazole (310 mg, 1.9 mmol) in N,N-dimethylformamide (2.0 mL) was stirred at 70° C. After stirring at 70° C. for 1 h, the a... The reactants are FC1=CC=C(C=C1)CC1=CN=C2C(=C(C(N(C2=C1)C)=O)C(=O)OCC)O (ethyl 7-[(4-fluorophenyl)methyl]-4-hydroxy-1-methyl-2-oxo-1,2-dihydro-1,5-naphthyridine-3-carboxylate), CN1CCCC1=O (NMP), C(O)CN (ethanolamine), Cl (HCl). Solvent: O (water), CCO (EtOH), O (water), CCO (EtOH). Reaction conditions: temperature 110 celsius. Yields the product FC1=CC=C(C=C1)CC1=CN=C2C(=C(C(N(C2=C1)C)=O)C(=O)NCCO)O (7-[(4-fluorophenyl)methyl]-4-hydroxy-N-(2-hydroxyethyl)-1-methyl-2-oxo-1,2-dihydro-1,5-naphthyridine-3-carboxamide). Reaction SMILES: [F:1][C:2]1[CH:7]=[CH:6][C:5]([CH2:8][C:9]2[CH:18]=[C:17]3[C:12]([C:13]([OH:26])=[C:14]([C:21](OCC)=[O:22])[C:15](=[O:20])[N:16]3[CH3:19])=[N:11][CH:10]=2)=[CH:4][CH:3]=1.CN1C(=O)CCC1.[CH2:34]([CH2:36][NH2:37])[OH:35].Cl>CCO.O>[F:1][C:2]1[CH:7]=[CH:6][C:5]([CH2:8][C:9]2[CH:18]=[C:17]3[C:12]([C:13]([OH:26])=[C:14]([C:21]([NH:37][CH2:36][CH2:34][OH:35])=[O:22])[C:15](=[O:20])[N:16]3[CH3:19])=[N:11][CH:10]=2)=[CH:4][CH:3]=1. Procedure details: To a solution of ethyl 7-[(4-fluorophenyl)methyl]-4-hydroxy-1-methyl-2-oxo-1,2-dihydro-1,5-naphthyridine-3-carboxylate (143.3 g, 0.402 mol) in EtOH (1.3 L) was added NMP (0.5 L) and ethanolamine (27.75 g, 0.454 mol). Distilled EtOH over a period of 2 h and the resulting reaction mixture was heated at 110° C. for 45 min. Cooled to 60° C. and added water dropwise (0.47 L), followed by addition of 1N HCl (0.2 L) to pH 2-3. Cooled to room temperature and diluted by dropwise addition of water (1.2 L)... Starting materials: solution, CCOCC (ether), ClC1=NC(=C(C=N1)C(F)(F)F)Cl (2,6-dichloro-5-trifluoromethylpyrimidine), C(C)OP(OCC)(=O)CC1=CC(=C(C=C1)N)C ((4-amino-3-methyl benzyl)phosphonic acid diethyl ester), C(C)OP(OCC)(=O)CC1=CC(=C(C=C1)N)C ((4-amino-3-methyl benzyl)phosphonic acid diethyl ester), C(C)(C)N(CC)C(C)C (diisopropylethylamine). Reagents/catalysts: [Cl-].[Zn+2].[Cl-] (zinc chloride). Run in ClC(C)Cl (dichloroethane), C(C)(C)(C)O (t-butanol), ClC(C)Cl (dichloroethane), C(C)(C)(C)O (t-butanol). Run at time 30 minute. The product is ClC1=NC(=NC=C1C(F)(F)F)NC1=C(C=C(CP(OCC)(OCC)=O)C=C1)C (Diethyl (4-{[4-chloro-5-(trifluoromethyl)pyrimidin-2-yl]amino}-3-methyl benzyl)phosphonate). Reaction SMILES: CCOCC.Cl[C:7]1[N:12]=[CH:11][C:10]([C:13]([F:16])([F:15])[F:14])=[C:9]([Cl:17])[N:8]=1.[CH2:18]([O:20][P:21]([CH2:26][C:27]1[CH:32]=[CH:31][C:30]([NH2:33])=[C:29]([CH3:34])[CH:28]=1)(=[O:25])[O:22][CH2:23][CH3:24])[CH3:19].C(N(C(C)C)CC)(C)C>ClC(Cl)C.C(O)(C)(C)C.[Cl-].[Zn+2].[Cl-]>[Cl:17][C:9]1[C:10]([C:13]([F:16])([F:15])[F:14])=[CH:11][N:12]=[C:7]([NH:33][C:30]2[CH:31]=[CH:32][C:27]([CH2:26][P:21](=[O:25])([O:20][CH2:18][CH3:19])[O:22][CH2:23][CH3:24])=[CH:28][C:29]=2[CH3:34])[N:8]=1 |f:6.7.8|. Procedure: A 1M solution of zinc chloride in ether (12.8 mL, 12.8 mmol) was added to a solution of 2,6-dichloro-5-trifluoromethylpyrimidine (2.76 gm, 12.8 mmol) in 20 mL of dichloroethane and t-butanol (1:1) under an atmosphere of nitrogen. The reaction mixture was stirred at rt for 30 min, cooled to 0° C. and then treated with a solution of (4-amino-3-methyl benzyl)phosphonic acid diethyl ester (Compound 33D, 2.2 gm, 8.5 mmol) in dichloroethane and t-butanol (10 mL, 1:1) slowly over 10 min through an addi... The reactants are IC=1C=C(C(=O)O)C=CC1 (3-iodobenzoic acid), S(=O)(Cl)Cl (thionyl chloride). Yields the product IC=1C=C(C(=O)Cl)C=CC1 (3-iodobenzoyl chloride). As a reaction SMILES: [I:1][C:2]1[CH:3]=[C:4]([CH:8]=[CH:9][CH:10]=1)[C:5](O)=[O:6].S(Cl)([Cl:13])=O>>[I:1][C:2]1[CH:3]=[C:4]([CH:8]=[CH:9][CH:10]=1)[C:5]([Cl:13])=[O:6]. Procedure details: A stirred suspension of 3-iodobenzoic acid (8.84 g) in thionyl chloride (44 mL) is heated at reflux for 30 minutes. The dark brown solution is evaporated to give 3-iodobenzoyl chloride (9.8 g) as a brown oil. Reactants: C(CCC)[Li] (n-butyl lithium), CN(C(=O)Cl)C (dimethylcarbamoyl chloride), C(C)(C)N(CCNC1=NC(=CC(=N1)C)OCC1=CC=CC=C1)C(C)C (2-(2-diisopropylaminoethylamino)-4-methyl-6-benzyloxypyrimidine), C1=CC=CC=C1 (benzene). Run in O (water). The product is CN(C(=O)N(C1=NC(=CC(=N1)C)OCC1=CC=CC=C1)CCN(C(C)C)C(C)C)C (N,N-dimethyl-N'-(2-diisopropylaminoethyl)-N'-(4-methyl-6-benzyloxy-2-pyrimidinyl)urea). As a reaction SMILES: C([Li])CCC.[CH:6]([N:9]([CH:28]([CH3:30])[CH3:29])[CH2:10][CH2:11][NH:12][C:13]1[N:18]=[C:17]([CH3:19])[CH:16]=[C:15]([O:20][CH2:21][C:22]2[CH:27]=[CH:26][CH:25]=[CH:24][CH:23]=2)[N:14]=1)([CH3:8])[CH3:7].C1C=CC=CC=1.[CH3:37][N:38]([CH3:42])[C:39](Cl)=[O:40]>O>[CH3:37][N:38]([CH3:42])[C:39]([N:12]([CH2:11][CH2:10][N:9]([CH:6]([CH3:7])[CH3:8])[CH:28]([CH3:30])[CH3:29])[C:13]1[N:18]=[C:17]([CH3:19])[CH:16]=[C:15]([O:20][CH2:21][C:22]2[CH:27]=[CH:26][CH:25]=[CH:24][CH:23]=2)[N:14]=1)=[O:40]. Procedure: Under a nitrogen atmosphere, n-butyl lithium solution (22.2 ml, 0.036 mole) is added dropwise with stirring to a solution of 2-(2-diisopropylaminoethylamino)-4-methyl-6-benzyloxypyrimidine (12.4 g, 0.036 mole) in 75 ml. of dry benzene at 25° to 30° C. with occasional cooling over a 20 minute period. After stirring an additional 3/4 hour, dimethylcarbamoyl chloride (4.3 g, 0.04 mole) is added dropwise over 15 minutes. The reaction is stirred at room temperature for 16 hours. After cooling, the re... The reactants are hydrated sodium sulfate, [Li] (lithium), [H-].[Al+3].[H-].[H-] (aluminum hydride), COC(C1=CC=C(C=C1)N=CC1=C(C=2C(CCC(C2C=C1)(C)C)(C)C)N)=O (Methyl-4-(α-amino-5,6,7,8-tetrahydro-5,5,8,8-tetramethyl-2-naphthylmethylideneamino)benzoate). The solvent is C1CCOC1 (THF). Reaction conditions: time 8 hour. Product: NC1=C(C=CC=2C(CCC(C12)(C)C)(C)C)C=NC1=CC=C(CO)C=C1 (4-(α-amino-5,6,7,8-tetrahydro-5,5,8,8-tetramethyl-2-naphthylmethylideneamino)benzyl alcohol). Isolated yield 90.5%. Reaction SMILES: C[O:2][C:3](=O)[C:4]1[CH:9]=[CH:8][C:7]([N:10]=[CH:11][C:12]2[CH:21]=[CH:20][C:19]3[C:18]([CH3:23])([CH3:22])[CH2:17][CH2:16][C:15]([CH3:25])([CH3:24])[C:14]=3[C:13]=2[NH2:26])=[CH:6][CH:5]=1.[Li].[H-].[Al+3].[H-].[H-]>C1COCC1>[NH2:26][C:13]1[C:14]2[C:15]([CH3:24])([CH3:25])[CH2:16][CH2:17][C:18]([CH3:22])([CH3:23])[C:19]=2[CH:20]=[CH:21][C:12]=1[CH:11]=[N:10][C:7]1[CH:6]=[CH:5][C:4]([CH2:3][OH:2])=[CH:9][CH:8]=1 |f:2.3.4.5,^1:27|. Procedure details: In a round bottom flask, there are introduced 420 mg (1.15 mmole) of the ester obtained in Example 11 (b) and 25 ml of THF. There are then introduced, by portions, 110 mg (2.88 mmoles) of the double lithium and aluminum hydride. The mixture is stirred for 8 hours at ambient temperature. The reaction medium is hydrolyzed with hydrated sodium sulfate. The resulting precipitate is filtered and the filtrate is evaporated. 350 mg (93%) of the expected alcohol whose melting point is 171°-172° C. are o... Procedure: To a round bottom flask was added 4-bromo-N2-methylbenzene-1,2-diamine (1-2) (9.07 g, 45.1 mmol), sulfamide (8.84 g, 92 mmol), and finally anhydrous pyridine (75 mL). The reaction mixture was then heated to 125° C. while stirring in a hot oil bath with a water cooled reflux condenser attached under an atmosphere of nitrogen for 14 hours. The crude reaction mixture was then allowed to cool to room temperature, suspended in ethyl acetate and added 6N HCl until pH <3. Crude mixture was then filtere... The reactants are BrC=1C=C(C(=CC1)N)NC (4-bromo-N2-methylbenzene-1,2-diamine), S(=O)(=O)(N)N (sulfamide), N1=CC=CC=C1 (pyridine), Cl (HCl). Run in C(C)(=O)OCC (ethyl acetate), O (water). Reaction SMILES: [Br:1][C:2]1[CH:3]=[C:4]([NH:9][CH3:10])[C:5]([NH2:8])=[CH:6][CH:7]=1.[S:11](N)(N)(=[O:13])=[O:12].N1C=CC=CC=1.Cl>C(OCC)(=O)C.O>[Br:1][C:2]1[CH:7]=[CH:6][C:5]2[NH:8][S:11](=[O:13])(=[O:12])[N:9]([CH3:10])[C:4]=2[CH:3]=1. Reaction conditions: temperature 125 celsius, time 14 hour. Yields the product BrC=1C=CC2=C(N(S(N2)(=O)=O)C)C1 (6-bromo-1-methyl-1,3-dihydro-2,1,3-benzothiadiazole 2,2-dioxide).